From a dataset of the Open Reaction Database (ORD), a public repository of structured organic reaction records. describe an organic reaction: reactants, conditions, products, and yield The reactants are O (Water), [H-].[Na+] (Sodium hydride), ClC=1C=C(C=CC1Cl)[C@@H]1CN(CCO[C@@H]1CNC(COC)=O)C(=O)OC(C)(C)C (tert-butyl (6R,7S)-6-(3,4-dichlorophenyl)-7-{[(methoxyacetyl)amino]methyl}-1,4-oxazepane-4-carboxylate), CI (Methyl iodide). Solvent: CN(C)C=O (DMF). Conditions: time 20 minute. Product: ClC=1C=C(C=CC1Cl)[C@@H]1CN(CCO[C@@H]1CN(C)C(COC)=O)C(=O)OC(C)(C)C (tert-butyl (6R,7S)-6-(3,4-dichlorophenyl)-7-{[(methoxyacetyl)(methyl)amino]methyl}-1,4-oxazepane-4-carboxylate). The yield is 91.8%. Reaction SMILES: [H-].[Na+].[Cl:3][C:4]1[CH:5]=[C:6]([C@H:11]2[C@@H:17]([CH2:18][NH:19][C:20](=[O:24])[CH2:21][O:22][CH3:23])[O:16][CH2:15][CH2:14][N:13]([C:25]([O:27][C:28]([CH3:31])([CH3:30])[CH3:29])=[O:26])[CH2:12]2)[CH:7]=[CH:8][C:9]=1[Cl:10].[CH3:32]I.O>CN(C=O)C>[Cl:3][C:4]1[CH:5]=[C:6]([C@H:11]2[C@@H:17]([CH2:18][N:19]([C:20](=[O:24])[CH2:21][O:22][CH3:23])[CH3:32])[O:16][CH2:15][CH2:14][N:13]([C:25]([O:27][C:28]([CH3:31])([CH3:30])[CH3:29])=[O:26])[CH2:12]2)[CH:7]=[CH:8][C:9]=1[Cl:10] |f:0.1|. Procedure details: Sodium hydride (60% in oil, 16 mg) was added to a solution of tert-butyl (6R,7S)-6-(3,4-dichlorophenyl)-7-{[(methoxyacetyl)amino]methyl}-1,4-oxazepane-4-carboxylate (180 mg) in DMF (5 ml), and the mixture was stirred at room temperature for 20 min. Methyl iodide (57 mg) was added dropwise to the reaction mixture, and the mixture was stirred at room temperature overnight. Water was added to the reaction mixture, and the mixture was extracted with ethyl acetate. The extract was washed with brine, ... The reactants are [Al+3], COc1ccc(C(=O)Cl)cc1OC, Cc1c[nH]c(=O)[nH]1, [Cl-], [Cl-], [Cl-], O=[N+]([O-])c1ccccc1, O. Yields the product COc1ccc(C(=O)c2c[nH]c(=O)[nH]2)cc1OC. Reaction SMILES: [Al+3:9].[CH3:12][O:13][c:14]1[cH:15][c:16]([C:17](=[O:18])[Cl:19])[cH:20][cH:21][c:22]1[O:23][CH3:24].[CH3:1][c:2]1[nH:3][c:4](=[O:7])[nH:5][cH:6]1.[Cl-:10].[Cl-:11].[Cl-:8].[O-:26][N+:27]([c:28]1[cH:29][cH:30][cH:31][cH:32][cH:33]1)=[O:34].[OH2:25]>>[c:2]1([C:17]([c:16]2[cH:15][c:14]([O:13][CH3:12])[c:22]([O:23][CH3:24])[cH:21][cH:20]2)=[O:18])[nH:3][c:4](=[O:7])[nH:5][cH:6]1. Reactants: [Cl-].[NH4+] (ammonium chloride), [N-]=[N+]=[N-].[Na+] (sodium azide), O1COC2=C1C=CC(=C2)C2(CC2)C(=O)NC=2C=C1C=C(NC1=CC2)C(C)(CCC#N)C (1-(Benzo[d][1,3]dioxol-5-yl)-N-(2-(4-cyano-2-methylbutan-2-yl)-1H-indol-5-yl)cyclopropanecarboxamide). The solvent is CN(C=O)C (N,N-dimethylformamide). Reaction conditions: temperature 110 celsius. The product is O1COC2=C1C=CC(=C2)C2(CC2)C(=O)NC=2C=C1C=C(NC1=CC2)C(C)(CCC2=NN=NN2)C (1-(benzo[d][1,3]dioxol-5-yl)-N-(2-(2-methyl-4-(1H-tetrazol-5-yl)butan-2-yl)-1H-indol-5-yl)cyclopropanecarboxamide). As a reaction SMILES: [O:1]1[C:5]2[CH:6]=[CH:7][C:8]([C:10]3([C:13]([NH:15][C:16]4[CH:17]=[C:18]5[C:22](=[CH:23][CH:24]=4)[NH:21][C:20]([C:25]([CH3:31])([CH2:27][CH2:28][C:29]#[N:30])[CH3:26])=[CH:19]5)=[O:14])[CH2:12][CH2:11]3)=[CH:9][C:4]=2[O:3][CH2:2]1.[Cl-].[NH4+].[N-:34]=[N+:35]=[N-:36].[Na+]>CN(C)C=O>[O:1]1[C:5]2[CH:6]=[CH:7][C:8]([C:10]3([C:13]([NH:15][C:16]4[CH:17]=[C:18]5[C:22](=[CH:23][CH:24]=4)[NH:21][C:20]([C:25]([CH3:31])([CH2:27][CH2:28][C:29]4[NH:36][N:35]=[N:34][N:30]=4)[CH3:26])=[CH:19]5)=[O:14])[CH2:12][CH2:11]3)=[CH:9][C:4]=2[O:3][CH2:2]1 |f:1.2,3.4|. Procedure details: 1-(Benzo[d][1,3]dioxol-5-yl)-N-(2-(4-cyano-2-methylbutan-2-yl)-1H-indol-5-yl)cyclopropanecarboxamide (83 mg, 0.20 mmol) was dissolved in N,N-dimethylformamide (1 mL) containing ammonium chloride (128 mg, 2.41 mmol), sodium azide (156 mg, 2.40 mmol), and a magnetic stir bar. The reaction mixture was heated at 110° C. for 40 minutes in a microwave reactor. The crude product was filtered and then purified by preparative HPLC using a gradient of 0-99% acetonitrile in water containing 0.05% trifluoro... The product is CC(=O)OCCN1CCN(C(=O)c2cccnc2Oc2cc(Cl)ccc2Cl)c2ccccc21. Reaction SMILES: [Al+3:29].[Br:34][CH2:35][CH2:36][O:37][C:38]([CH3:39])=[O:40].[Cl:1][c:2]1[c:3]([O:4][c:5]2[n:6][cH:7][cH:8][cH:9][c:10]2[C:11](=[O:12])[N:13]2[CH2:14][CH2:15][NH:16][c:17]3[cH:18][cH:19][cH:20][cH:21][c:22]32)[cH:23][c:24]([Cl:27])[cH:25][cH:26]1.[H-:28].[H-:31].[H-:32].[H-:33].[Li+:30].[O:41]=[CH:42][N:43]([CH3:44])[CH3:45]>>[Cl:1][c:2]1[c:3]([O:4][c:5]2[n:6][cH:7][cH:8][cH:9][c:10]2[C:11](=[O:12])[N:13]2[CH2:14][CH2:15][N:16]([CH2:35][CH2:36][O:37][C:38]([CH3:39])=[O:40])[c:17]3[cH:18][cH:19][cH:20][cH:21][c:22]32)[cH:23][c:24]([Cl:27])[cH:25][cH:26]1. Reactants: [Al+3], CC(=O)OCCBr, O=C(c1cccnc1Oc1cc(Cl)ccc1Cl)N1CCNc2ccccc21, [H-], [H-], [H-], [H-], [Li+], CN(C)C=O. The product is CNC(=O)ON=C1SC(C(=N1)C)(CCCCC)C (2-oxo-4,5-dimethyl-5-pentyl-3-thiazoline-O-(methylcarbamoyl)-oxime). Starting materials: N(O)=C1SC(C(=N1)C)(CCCCC)C (2-oxo-4,5-dimethyl-5-pentyl-3-thiazoline-oxime), CN=C=O (methyl isocyanate). Reported procedure: 2-oxo-4,5-dimethyl-5-pentyl-3-thiazoline-oxime was reacted with methyl isocyanate as described in Example 4 to yield 2-oxo-4,5-dimethyl-5-pentyl-3-thiazoline-O-(methylcarbamoyl)-oxime as a viscous oil; nD44.5 =1.5256. The 2-oxo-4,5-dimethyl-5-pentyl-3-thiazoline-oxime starting material melts at 104°-106° C. As a reaction SMILES: [N:1](=[C:3]1[N:7]=[C:6]([CH3:8])[C:5]([CH3:14])([CH2:9][CH2:10][CH2:11][CH2:12][CH3:13])[S:4]1)[OH:2].[CH3:15][N:16]=[C:17]=[O:18]>>[CH3:15][NH:16][C:17]([O:2][N:1]=[C:3]1[N:7]=[C:6]([CH3:8])[C:5]([CH3:14])([CH2:9][CH2:10][CH2:11][CH2:12][CH3:13])[S:4]1)=[O:18].